From a dataset of the Open Reaction Database (ORD), a public repository of structured organic reaction records. describe an organic reaction: reactants, conditions, products, and yield Solvent: C(C)O (ethanol). As a reaction SMILES: [OH-].[Na+].[CH3:3][C@@:4]12[C:20](=[O:21])[CH2:19][CH2:18][C@H:17]1[C@H:16]1[C@@H:7]([C:8]3[CH:9]=[CH:10][C:11]([OH:22])=[CH:12][C:13]=3[CH2:14][CH2:15]1)[CH2:6][CH2:5]2.[N:23]1[CH:28]=[CH:27][CH:26]=[C:25]([CH:29]=O)[CH:24]=1.CC(OCC1C2C(=CC=CC=2)C(COC(C)=O)=C2C=1C=CC=C2)=O>C(O)C>[OH:22][C:11]1[CH:10]=[CH:9][C:8]2[CH:7]3[CH:16]([CH2:15][CH2:14][C:13]=2[CH:12]=1)[CH:17]1[C:4]([CH3:3])([C:20](=[O:21])[C:19](=[CH:29][C:25]2[CH:24]=[N:23][CH:28]=[CH:27][CH:26]=2)[CH2:18]1)[CH2:5][CH2:6]3 |f:0.1|. Procedure: Sodium hydroxide (1.0 g, 25 mmol) was added to a suspension of estrone (1.35 g, 5.0 mmol) and pyridine-3-carbaldehyde (595 mg, 5.0 mmol) in ethanol (40 mL) at room temperature. The resulting dark orange solution was stirred at room temperature for 4 hours. Then glacial acetic (ca. 10 mL) acid was added with stirring. The colour changed to light yellow and a light yellow solid precipitated. The solid was filtered off and washed with water (50 mL), ethanol (20 mL), diethyl ether (50 mL) and hexane... Run at time 4 hour. Starting materials: CC(=O)OCC1=C2C=CC=CC2=C(C3=CC=CC=C31)COC(=O)C (acetic), [OH-].[Na+] (Sodium hydroxide), C[C@]12CC[C@@H]3C=4C=CC(=CC4CC[C@H]3[C@@H]1CCC2=O)O (estrone), N1=CC(=CC=C1)C=O (pyridine-3-carbaldehyde). Yields the product OC=1C=CC=2C3CCC4(C(C(CC4C3CCC2C1)=CC=1C=NC=CC1)=O)C (3-Hydroxy-13-methyl-16-pyridin-3-ylmethylene-6,7,8,9,11,12,13,14,15,16-decahydro-cyclopenta[a]phenanthren-17-one).